Dataset: the Open Reaction Database (ORD), a public repository of structured organic reaction records. Task: describe an organic reaction: reactants, conditions, products, and yield The reactants are COC(C(C(=O)C)=NO)=O (2-hydroxyiminoacetoacetic acid methyl ester), C([O-])([O-])=O.[K+].[K+] (potassium carbonate), C(CC)I (n-propyl iodide). Solvent: CC(=O)C (acetone). Run at time 2 hour. Product: COC(C(C(=O)C)=NOCCC)=O (2-(n-propoxyimino)acetoacetic acid methyl ester). Yield: 80.0%. RXN SMILES: [CH3:1][O:2][C:3](=[O:10])[C:4](=[N:8][OH:9])[C:5]([CH3:7])=[O:6].C(=O)([O-])[O-].[K+].[K+].[CH2:17](I)[CH2:18][CH3:19]>CC(C)=O>[CH3:1][O:2][C:3](=[O:10])[C:4](=[N:8][O:9][CH2:17][CH2:18][CH3:19])[C:5]([CH3:7])=[O:6] |f:1.2.3|. Reported procedure: To a solution of 13.6 g of 2-hydroxyiminoacetoacetic acid methyl ester in 70 ml of acetone is added under ice cooling 20.8 g of potassium carbonate. To the mixture is added dropwise 17.0 g of n-propyl iodide in the course of 30 minutes. At the end of the dropwise addition, the mixture is stirred at room temperature for 2 hours. Acetone is evaporated under reduced pressure. To the residue is added 250 ml of water, and the mixture is subjected to extraction with methylene chloride. The extract is ... The reactants are O (water), [S-]C#N.[Na+] (sodium thiocyanate), BrBr (bromine), C(C)(C)(C)C=1C=C(C=C(C1O)C(C)(C)C)C=1N=C2SCCN2C1 (6-(3,5-di-tert-butyl-4-hydroxyphenyl)-2,3-dihydroimidazo[2,1-b]thiazole). Solvent: C(C)(=O)O (acetic acid). Yields the product C(C)(C)(C)C=1C=C(C=C(C1O)C(C)(C)C)C=1N=C2SCCN2C1SC#N (6-(3,5-di-tert-butyl-4-hydroxyphenyl)-5-thiocyanato-2,3-dihydroimidazo[2,1-b]thiazole). The yield is 37.9%. Reaction SMILES: [C:1]([C:5]1[CH:6]=[C:7]([C:16]2[N:17]=[C:18]3[N:22]([CH:23]=2)[CH2:21][CH2:20][S:19]3)[CH:8]=[C:9]([C:12]([CH3:15])([CH3:14])[CH3:13])[C:10]=1[OH:11])([CH3:4])([CH3:3])[CH3:2].[S-:24][C:25]#[N:26].[Na+].BrBr.O>C(O)(=O)C>[C:1]([C:5]1[CH:6]=[C:7]([C:16]2[N:17]=[C:18]3[N:22]([C:23]=2[S:24][C:25]#[N:26])[CH2:21][CH2:20][S:19]3)[CH:8]=[C:9]([C:12]([CH3:15])([CH3:14])[CH3:13])[C:10]=1[OH:11])([CH3:2])([CH3:3])[CH3:4] |f:1.2|. Procedure details: In 10 ml of acetic acid was dissolved 1.35 g of 6-(3,5-di-tert-butyl-4-hydroxyphenyl)-2,3-dihydroimidazo[2,1-b]thiazole and after adding thereto 0.64 g of sodium thiocyanate, 0.7 g of bromine was added dropwise to the solution under ice-cooling. After performing the reaction for one hour at room temperature, 30 ml of water was added to the reaction mixture to precipitate crystals, which were recovered by filtration. The crystals were added to a mixture of 20 ml of chloroform and 10 ml of an aque... The reactants are CN1C(C(=CC(=C1)[N+](=O)[O-])C)=O (1,3-dimethyl-5-nitro-1H-pyridin-2-one), C1CCOC1 (THF). Reagents/catalysts: [Pd] (Pd/C). Run in CO (MeOH). Yields the product NC=1C=C(C(N(C1)C)=O)C (5-Amino-1,3-dimethyl-1H-pyridin-2-one). RXN SMILES: [CH3:1][N:2]1[CH:7]=[C:6]([N+:8]([O-])=O)[CH:5]=[C:4]([CH3:11])[C:3]1=[O:12].C1COCC1>CO.[Pd]>[NH2:8][C:6]1[CH:5]=[C:4]([CH3:11])[C:3](=[O:12])[N:2]([CH3:1])[CH:7]=1. Procedure details: A solution of 1.0 g (5.77 mmol) 1,3-dimethyl-5-nitro-1H-pyridin-2-one in 40 ml MeOH:THF=1:1 is hydrogenated in the presence of 0.18 g 10% Pd/C (Engelhard 4505). The reaction mixture is filtered (2 glass fiber filters used) and the filtrate is concentrated in vacuo to afford the crude title compound as an oil. The product is FC1=CC=C(CN(C(=O)C=2CN(C(C2O)=O)CCC2=CC=C(C=C2)Cl)C)C=C1 (1-[2-(4-Chloro-phenyl)ethyl]-4-hydroxy-5-oxo-2,5-dihydro-1H-pyrrole-3-carboxylic acid (4-fluoro-benzyl)-methyl amide). Procedure details: 3-[(4-Fluoro-benzyl)-methyl-carbamoyl]-2-hydroxy-acrylic acid methyl ester (Compound 1-D) was treated with paraformaldehyde and 2-(4-chlorophenyl)-ethylamine as described in the preparation of Compound 1. HRMS (M−H) calcd for C21H19ClFN2O3; 401.1068. found: 401.1080. 1H NMR (500 MHz, CDCl3)δ: 2.90 (t, 2, j=7), 2.95 (s, 3), 3.72 (t, 2, J=7), 3.95 (s, 2), 4.57 (s, 2), 7.03–7.26 (overlapping m, 8). 13C NMR (125 MHz, CDCl3) δ: 33.92, 34.45, 44.42, 49.37, 51.46, 108.49, 118.91, 128.87, 129.22, 129.98... The reactants are COC(C(=CC(N(C)CC1=CC=C(C=C1)F)=O)O)=O (3-[(4-Fluoro-benzyl)-methyl-carbamoyl]-2-hydroxy-acrylic acid methyl ester), C=O (paraformaldehyde), ClC1=CC=C(C=C1)CCN (2-(4-chlorophenyl)-ethylamine), FC1=CC=C(CN(C(=O)C=2CN(C(C2O)=O)C)C)C=C1 (4-Hydroxy-1-methyl-5-oxo-2,5-dihydro-1H-pyrrole-3-carboxylic acid (4-fluoro-benzyl)-methyl amide). As a reaction SMILES: COC(=O)C(O)=CC(=O)N(CC1C=CC(F)=CC=1)C.C=O.[Cl:22][C:23]1[CH:28]=[CH:27][C:26]([CH2:29][CH2:30][NH2:31])=[CH:25][CH:24]=1.[F:32][C:33]1[CH:51]=[CH:50][C:36]([CH2:37][N:38]([CH3:49])[C:39]([C:41]2[CH2:42]N(C)[C:44](=[O:47])[C:45]=2[OH:46])=[O:40])=[CH:35][CH:34]=1>>[F:32][C:33]1[CH:51]=[CH:50][C:36]([CH2:37][N:38]([CH3:49])[C:39]([C:41]2[CH2:42][N:31]([CH2:30][CH2:29][C:26]3[CH:27]=[CH:28][C:23]([Cl:22])=[CH:24][CH:25]=3)[C:44](=[O:47])[C:45]=2[OH:46])=[O:40])=[CH:35][CH:34]=1. Starting materials: OCC([C@H]1[C@@H](C[C@H]2[C@@H]3CCC4=CC(CC[C@]4(C)C3=CC[C@]12C)=O)C)=O (21-hydroxy-16α-methylpregna-4,9(11)-diene-3,20-dione), CO (methanol), I(=O)(=O)(=O)O (Periodic acid). Run in O (water). The product is COC(=O)[C@@H]1[C@]2(C)[C@@H](CC1)[C@@H]1CCC3=CC(CC[C@]3(C)C1=CC2)=O (methylandrosta-4,9(11)-dien-3-one 17β-carboxylate). As a reaction SMILES: I(O)(=O)(=O)=O.OC[C:8](=[O:30])[C@@H:9]1[C@:26]2([CH3:27])[C@H:12]([C@H:13]3[C:23](=[CH:24][CH2:25]2)[C@:21]2([CH3:22])[C:16](=[CH:17][C:18](=[O:28])[CH2:19][CH2:20]2)[CH2:15][CH2:14]3)[CH2:11][C@H:10]1C.[CH3:31][OH:32]>O>[CH3:31][O:32][C:8]([C@H:9]1[CH2:10][CH2:11][C@H:12]2[C@H:13]3[C:23](=[CH:24][CH2:25][C@:26]12[CH3:27])[C@:21]1([CH3:22])[C:16](=[CH:17][C:18](=[O:28])[CH2:19][CH2:20]1)[CH2:15][CH2:14]3)=[O:30]. Reported procedure: Periodic acid (14.73 g) is dissolved in water (162 ml) and is then slowly added to a stirred solution of 21-hydroxy-16α-methylpregna-4,9(11)-diene-3,20-dione (10.34 g) in methanol (675 ml) at 26°-28°. The reaction mixture is stirred for an additional hour at 20°-25° and then concentrated under reduced pressure with concurrent addition of water (1675 ml). The mixture is cooled and filtered to give 9.94 g of 16°-methylandrosta-4,9(11)-dien-3-one 17β-carboxylate.